Dataset: the Open Reaction Database (ORD), a public repository of structured organic reaction records. Task: describe an organic reaction: reactants, conditions, products, and yield Reaction SMILES: C[O:2][C:3](=[O:32])[CH:4]([O:29][CH2:30][CH3:31])[CH2:5][C:6]1[C:11]2[CH:12]=[CH:13][O:14][C:10]=2[C:9]([O:15][CH2:16][C:17]2[N:18]=[C:19]([C:22]3[CH:27]=[CH:26][C:25]([Cl:28])=[CH:24][CH:23]=3)[S:20][CH:21]=2)=[CH:8][CH:7]=1.[Li+].[OH-]>>[Cl:28][C:25]1[CH:26]=[CH:27][C:22]([C:19]2[S:20][CH:21]=[C:17]([CH2:16][O:15][C:9]3[C:10]4[O:14][CH:13]=[CH:12][C:11]=4[C:6]([CH2:5][CH:4]([O:29][CH2:30][CH3:31])[C:3]([OH:32])=[O:2])=[CH:7][CH:8]=3)[N:18]=2)=[CH:23][CH:24]=1 |f:1.2|. Starting materials: COC(C(CC1=CC=C(C2=C1C=CO2)OCC=2N=C(SC2)C2=CC=C(C=C2)Cl)OCC)=O ([rac]-3-{7-[2-(4-chloro-phenyl)-thiazol-4-ylmethoxy]-benzofuran-4-yl}-2-ethoxy-propionic acid methyl ester), [Li+].[OH-] (LiOH). Yields the product ClC1=CC=C(C=C1)C=1SC=C(N1)COC1=CC=C(C=2C=COC21)CC(C(=O)O)OCC ([rac]-3-{7-[2-(4-chloro-phenyl)-thiazol-4-ylmethoxy]-benzofuran-4-yl}-2-ethoxy-propionic acid). Procedure: In analogy to the procedure described in example 10 d], [rac]-3-{7-[2-(4-chloro-phenyl)-thiazol-4-ylmethoxy]-benzofuran-4-yl}-2-ethoxy-propionic acid methyl ester was treated with LiOH to obtain [rac]-3-{7-[2-(4-chloro-phenyl)-thiazol-4-ylmethoxy]-benzofuran-4-yl}-2-ethoxy-propionic acid as colorless solid.